From a dataset of the Open Reaction Database (ORD), a public repository of structured organic reaction records. describe an organic reaction: reactants, conditions, products, and yield The reactants are ClC=1N=C(C2=C(N1)CN(C2)C(=O)OC(C)(C)C)N2CCOCC2 (tert-butyl 2-chloro-4-morpholino-5H-pyrrolo[3,4-d]pyrimidine-6(7H)-carboxylate), ClC=1N=C(C2=C(N1)CN(C2)C(=O)OC(C)(C)C)N2CCOCC2 (tert-butyl 2-chloro-4-morpholino-5H-pyrrolo[3,4-d]pyrimidine-6(7H)-carboxylate), C(C)NC(NC1=CC=C(C=C1)B1OC(C)(C)C(C)(C)O1)=O (4-(3-ethylureido)phenylboronic acid pinacol ester), Pd(PPh3)2(Cl)2, C(=O)([O-])[O-].[Na+].[Na+] (Na2CO3). Solvent: COC1CCCC1.CCO.O (CPME EtOH H2O). Reaction conditions: temperature 130 celsius. Product: C(C)NC(NC1=CC=C(C=C1)C=1N=C(C2=C(N1)CN(C2)C(=O)OC(C)(C)C)N2CCOCC2)=O (tert-butyl 2-(4-(3-ethylureido)phenyl)-4-morpholino-5H-pyrrolo[3,4-d]pyrimidine-6(7H)-carboxylate). Isolated yield 66.7%. Reaction SMILES: Cl[C:2]1[N:3]=[C:4]([N:18]2[CH2:23][CH2:22][O:21][CH2:20][CH2:19]2)[C:5]2[CH2:10][N:9]([C:11]([O:13][C:14]([CH3:17])([CH3:16])[CH3:15])=[O:12])[CH2:8][C:6]=2[N:7]=1.[CH2:24]([NH:26][C:27](=[O:44])[NH:28][C:29]1[CH:34]=[CH:33][C:32](B2OC(C)(C)C(C)(C)O2)=[CH:31][CH:30]=1)[CH3:25].C([O-])([O-])=O.[Na+].[Na+]>COC1CCCC1.CCO.O>[CH2:24]([NH:26][C:27](=[O:44])[NH:28][C:29]1[CH:34]=[CH:33][C:32]([C:2]2[N:3]=[C:4]([N:18]3[CH2:23][CH2:22][O:21][CH2:20][CH2:19]3)[C:5]3[CH2:10][N:9]([C:11]([O:13][C:14]([CH3:17])([CH3:16])[CH3:15])=[O:12])[CH2:8][C:6]=3[N:7]=2)=[CH:31][CH:30]=1)[CH3:25] |f:2.3.4,5.6.7|. Reported procedure: To a solution of tert-butyl 2-chloro-4-morpholino-5H-pyrrolo[3,4-d]pyrimidine-6(7H)-carboxylate (intermediate 2) (300 mg, 0.88 mmol) and 4-(3-ethylureido)phenylboronic acid pinacol ester (281 mg, 0.97 mmol) in CPME/EtOH/H2O (7/2/3) (4.0 mL) was added Pd(PPh3)2(Cl)2 (31 mg, 0.04 mmol) and Na2CO3 (140 mg, 1.32 mmol). The reaction mixture was then heated by microwave at 130° C. for 0.5 h. The crude reaction mixture was then partitioned between water and EtOAc, the phases separated and the solvent r... Reactants: ice, FC1=CC=C(COC2=CC(NC=C2)=O)C=C1 (4-(4-fluorobenzyloxy)pyridine-2(1H)-one), BrBr (bromine). Solvent: CC(=O)O (AcOH), CC(=O)O (AcOH). Reaction conditions: time 2 hour. Product: BrC=1C(NC=CC1OCC1=CC=C(C=C1)F)=O (3-bromo-4-(4-fluorobenzyloxy)-1H-pyridin-2-one). The yield is 18.7%. RXN SMILES: [F:1][C:2]1[CH:16]=[CH:15][C:5]([CH2:6][O:7][C:8]2[CH:13]=[CH:12][NH:11][C:10](=[O:14])[CH:9]=2)=[CH:4][CH:3]=1.[Br:17]Br>CC(O)=O>[Br:17][C:9]1[C:10](=[O:14])[NH:11][CH:12]=[CH:13][C:8]=1[O:7][CH2:6][C:5]1[CH:15]=[CH:16][C:2]([F:1])=[CH:3][CH:4]=1. Procedure: To an ice-cold solution of 4-(4-fluorobenzyloxy)pyridine-2(1H)-one (3.1 g, 14 mmol) in AcOH (26 mL) was added a solution of bromine (0.79 mL, 15 mmol) in AcOH (51 mL), and the reaction mixture was stirred at room temperature for 2 h. The solvent was removed under reduced pressure, and purification by flash column chromatography (silica, 1:1 Et2O/hexanes) to afford 3-bromo-4-(4-fluorobenzyloxy)-1H-pyridin-2-one as an orange solid (0.78 g, 48%): MS APCI m/z 298 [M+H]+. Procedure: In analogy to the procedure described for the synthesis of 5-tert-butyl-7-(3,3-difluoro-pyrrolidin-1-yl)-2-ethyl-2H-[1,2,3]triazolo[4,5-d]pyrimidine (example 3, step b), the title compound was prepared from 5-tert-butyl-7-(3,3-difluoropyrrolidin-1-yl)-3H-[1,2,3]triazolo[4,5-d]pyrimidine and 4-(2-bromoethyl)pyridine hydrobromide and isolated as white solid. MS (m/e): 388.3 (MH+). Yields the product C(C)(C)(C)C=1N=C(C=2C(N1)=NN(N2)CCC2=CC=NC=C2)N2CC(CC2)(F)F (5-tert-Butyl-7-(3,3-difluoro-pyrrolidin-1-yl)-2-(2-pyridin-4-yl-ethyl)-2H-[1,2,3]triazolo[4,5-d]pyrimidine). RXN SMILES: [C:1]([C:5]1[N:6]=[C:7]([N:16]2[CH2:20][CH2:19][C:18]([F:22])([F:21])[CH2:17]2)[C:8]2[C:9](=[N:11][N:12]([CH2:14][CH3:15])[N:13]=2)[N:10]=1)([CH3:4])([CH3:3])[CH3:2].C(C1N=[C:29]([N:36]2[CH2:40][CH2:39][C:38](F)(F)[CH2:37]2)C2N=NNC=2N=1)(C)(C)C.Br.BrCCC1C=CN=CC=1>>[C:1]([C:5]1[N:6]=[C:7]([N:16]2[CH2:20][CH2:19][C:18]([F:21])([F:22])[CH2:17]2)[C:8]2[C:9](=[N:11][N:12]([CH2:14][CH2:15][C:38]3[CH:37]=[CH:29][N:36]=[CH:40][CH:39]=3)[N:13]=2)[N:10]=1)([CH3:2])([CH3:3])[CH3:4] |f:2.3|. Starting materials: C(C)(C)(C)C=1N=C(C=2C(N1)=NN(N2)CC)N2CC(CC2)(F)F (5-tert-Butyl-7-(3,3-difluoro-pyrrolidin-1-yl)-2-ethyl-2H-[1,2,3]triazolo[4,5-d]pyrimidine), C(C)(C)(C)C=1N=C(C2=C(N1)NN=N2)N2CC(CC2)(F)F (5-tert-butyl-7-(3,3-difluoropyrrolidin-1-yl)-3H-[1,2,3]triazolo[4,5-d]pyrimidine), Br.BrCCC1=CC=NC=C1 (4-(2-bromoethyl)pyridine hydrobromide). Reaction SMILES: [Br:13][c:14]1[cH:15][cH:16][c:17]([CH2:20][N:21]=[C:22]=[O:23])[cH:18][cH:19]1.[CH3:24][c:25]1[cH:26][cH:27][cH:28][cH:29][cH:30]1.[Cl:1][c:2]1[n:3][cH:4][cH:5][c:6]2[c:7]([NH2:12])[cH:8][cH:9][cH:10][c:11]12>>[Cl:1][c:2]1[n:3][cH:4][cH:5][c:6]2[c:7]([NH:12][C:22]([NH:21][CH2:20][c:17]3[cH:16][cH:15][c:14]([Br:13])[cH:19][cH:18]3)=[O:23])[cH:8][cH:9][cH:10][c:11]12. Reactants: O=C=NCc1ccc(Br)cc1, Cc1ccccc1, Nc1cccc2c(Cl)nccc12. The product is O=C(NCc1ccc(Br)cc1)Nc1cccc2c(Cl)nccc12. The reactants are COc1ccc(Oc2c(C=C(C(=O)[O-])c3ccccc3)sc3cc(OC)c(OC)cc23)cc1, CO, [H][H], [Na+]. Product: COc1ccc(Oc2c(CC(C(=O)O)c3ccccc3)sc3cc(OC)c(OC)cc23)cc1. Reaction SMILES: [CH3:1][O:2][c:3]1[cH:4][c:5]2[c:6]([s:7][c:8]([CH:19]=[C:20]([C:21](=[O:22])[O-:23])[c:24]3[cH:25][cH:26][cH:27][cH:28][cH:29]3)[c:9]2[O:10][c:11]2[cH:12][cH:13][c:14]([O:17][CH3:18])[cH:15][cH:16]2)[cH:30][c:31]1[O:32][CH3:33].[CH3:37][OH:38].[H:35][H:36].[Na+:34]>>[CH3:1][O:2][c:3]1[cH:4][c:5]2[c:6]([s:7][c:8]([CH2:19][CH:20]([C:21](=[O:22])[OH:23])[c:24]3[cH:25][cH:26][cH:27][cH:28][cH:29]3)[c:9]2[O:10][c:11]2[cH:12][cH:13][c:14]([O:17][CH3:18])[cH:15][cH:16]2)[cH:30][c:31]1[O:32][CH3:33]. The reactants are C1(=CC=CC=C1)[C@H](C)NC1=CC(=NC=C1[N+](=O)[O-])C1=C2C=CC=NC2=CC=C1 (((1S)-1-Phenylethyl)(5-nitro-2-(5-quinolyl)(4-pyridyl))amine), C([O-])([O-])=O.[K+].[K+] (Potassium carbonate), crude product, C1(=CC=CC=C1)[C@H](C)NC1=CC(=NC=C1[N+](=O)[O-])Br (((1S)-1-Phenylethyl)(2-bromo-5-nitro(4-pyridyl))amine), N1=CC=CC=2C(=CC=CC12)B(O)O (5-quinolineboronic acid). Reagents/catalysts: C=1C=CC(=CC1)[P](C=2C=CC=CC2)(C=3C=CC=CC3)[Pd]([P](C=4C=CC=CC4)(C=5C=CC=CC5)C=6C=CC=CC6)([P](C=7C=CC=CC7)(C=8C=CC=CC8)C=9C=CC=CC9)[P](C=1C=CC=CC1)(C=1C=CC=CC1)C=1C=CC=CC1 (tetrakis(triphenylphosphine)palladium). Run in O (water), C(C)(=O)OCC (ethyl acetate), CN(C)C=O (DMF). Conditions: temperature 85 celsius. The product is C1(=CC=CC=C1)[C@H](C)N1C(NC2=NC=C(C=C21)C2=C1C=CC=NC1=CC=C2)=O ((S)-1-(1-PHENYLETHYL)-6-(QUINOLIN-5-YL)-1H-IMIDAZO[4,5-B]PYRIDIN-2(3H)-ONE). Isolated yield 77.0%. As a reaction SMILES: [C:1]1([C@@H:7]([NH:9][C:10]2[C:15]([N+:16]([O-])=O)=CN=[C:12]([C:19]3[CH:28]=[CH:27][CH:26]=[C:25]4[C:20]=3[CH:21]=[CH:22][CH:23]=[N:24]4)[CH:11]=2)[CH3:8])[CH:6]=[CH:5][CH:4]=[CH:3][CH:2]=1.C1([C@@H](NC2[C:43]([N+:44]([O-])=O)=CN=C(Br)C=2)C)C=CC=CC=1.N1C2C=CC=C(B(O)O)C=2C=CC=1.[C:61](=O)([O-])[O-:62].[K+].[K+]>CN(C=O)C.O.C(OCC)(=O)C.C1C=CC([P]([Pd]([P](C2C=CC=CC=2)(C2C=CC=CC=2)C2C=CC=CC=2)([P](C2C=CC=CC=2)(C2C=CC=CC=2)C2C=CC=CC=2)[P](C2C=CC=CC=2)(C2C=CC=CC=2)C2C=CC=CC=2)(C2C=CC=CC=2)C2C=CC=CC=2)=CC=1>[C:1]1([C@@H:7]([N:9]2[C:10]3[C:15](=[N:44][CH:43]=[C:12]([C:19]4[CH:28]=[CH:27][CH:26]=[C:25]5[C:20]=4[CH:21]=[CH:22][CH:23]=[N:24]5)[CH:11]=3)[NH:16][C:61]2=[O:62])[CH3:8])[CH:2]=[CH:3][CH:4]=[CH:5][CH:6]=1 |f:3.4.5,^1:82,84,103,122|. Procedure details: ((1S)-1-Phenylethyl)(5-nitro-2-(5-quinolyl)(4-pyridyl))amine. ((1S)-1-Phenylethyl)(2-bromo-5-nitro(4-pyridyl))amine (5.6 g, 1.75 mmol) and 5-quinolineboronic acid (393 mg, 2.27 mmole) were dissolved in DMF (25 ml). Nitrogen gas was bubbled into solution for 2 min. Potassium carbonate (970 mg, 7.00 mmol) in water (5 mL) was then added followed by tetrakis(triphenylphosphine)palladium (0) (0.175 mmol). The solution was then heated to 85° C. under nitrogen for 1 h. The solution was condensed under ... Starting materials: Cc1ccc(NC(=O)c2ccc(CN3CCN(C)CC3)cc2)cc1Nc1nccc(-c2cccnc2)n1, O=C(O)c1ccccc1, Cc1ccccc1C. Product: Cc1ccc(NC(=O)c2ccc(CN3CCN(C)CC3)cc2)cc1Nc1nccc(-c2cccnc2)n1, O=C([O-])c1ccccc1. Reaction SMILES: [CH3:1][N:2]1[CH2:3][CH2:4][N:5]([CH2:8][c:9]2[cH:10][cH:11][c:12]([C:13](=[O:14])[NH:15][c:16]3[cH:17][c:18]([NH:23][c:24]4[n:25][cH:26][cH:27][c:28](-[c:30]5[cH:31][n:32][cH:33][cH:34][cH:35]5)[n:29]4)[c:19]([CH3:22])[cH:20][cH:21]3)[cH:36][cH:37]2)[CH2:6][CH2:7]1.[OH:38][C:39](=[O:40])[c:41]1[cH:42][cH:43][cH:44][cH:45][cH:46]1.[c:47]1([CH3:48])[c:49]([CH3:50])[cH:51][cH:52][cH:53][cH:54]1>>[CH3:1][N:2]1[CH2:3][CH2:4][N:5]([CH2:8][c:9]2[cH:10][cH:11][c:12]([C:13](=[O:14])[NH:15][c:16]3[cH:17][c:18]([NH:23][c:24]4[n:25][cH:26][cH:27][c:28](-[c:30]5[cH:31][n:32][cH:33][cH:34][cH:35]5)[n:29]4)[c:19]([CH3:22])[cH:20][cH:21]3)[cH:36][cH:37]2)[CH2:6][CH2:7]1.[O:38]=[C:39]([O-:40])[c:41]1[cH:42][cH:43][cH:44][cH:45][cH:46]1.